This data is from the Open Reaction Database (ORD), a public repository of structured organic reaction records. The task is: describe an organic reaction: reactants, conditions, products, and yield Reactants: CS(C)=O, O=C(Cl)C(=O)Cl, ClCCl, COC(=O)c1ccc2cc(C(C)O)oc2c1. Yields the product COC(=O)c1ccc2cc(C(C)=O)oc2c1. RXN SMILES: [CH3:7][S:8]([CH3:9])=[O:10].[Cl:1][C:2]([C:3]([Cl:4])=[O:5])=[O:6].[Cl:27][CH2:28][Cl:29].[OH:11][CH:12]([CH3:13])[c:14]1[o:15][c:16]2[c:17]([cH:18]1)[cH:19][cH:20][c:21]([C:23](=[O:24])[O:25][CH3:26])[cH:22]2>>[O:11]=[C:12]([CH3:13])[c:14]1[o:15][c:16]2[c:17]([cH:18]1)[cH:19][cH:20][c:21]([C:23](=[O:24])[O:25][CH3:26])[cH:22]2. Starting materials: ClCCOC1=CC=C(C=C1)[N+](=O)[O-] (1-(2-Chloro-ethoxy)-4-nitro-benzene). Reagents/catalysts: O=[Pt]=O (PtO2). Solvent: C(Cl)Cl (CH2Cl2), C(C)O (ethanol). Conditions: temperature 0 celsius. Product: ClCCOC1=CC=C(C=C1)N (4-(2-chloro-ethoxy)-phenylamine). RXN SMILES: [Cl:1][CH2:2][CH2:3][O:4][C:5]1[CH:10]=[CH:9][C:8]([N+:11]([O-])=O)=[CH:7][CH:6]=1>C(O)C.O=[Pt]=O.C(Cl)Cl>[Cl:1][CH2:2][CH2:3][O:4][C:5]1[CH:10]=[CH:9][C:8]([NH2:11])=[CH:7][CH:6]=1. Procedure: 36 g (0.178 Mol) of 1-(2-Chloro-ethoxy)-4-nitro-benzene is dissolved in 360 mL of ethanol and subjected to catalytic hydration at rt using PtO2 (1.5 g) as catalyst. The resulting suspension is diluted with CH2Cl2, filtered, and concentrated to approx. 150 mL. After cooling to 0° C. the crystals are filtered off, washed and dried at 60° C. under vacuum to obtain 4-(2-chloro-ethoxy)-phenylamine. Title compound: m.p.: 87-91° C.; ES-MS: 172 [M+H]+; single peak at tR=2.73 min (System 1). Reactants: [BH4-], CC(=O)O, CCO, ClCCl, O=CC(CC1OCCO1)c1ccc(Cl)c(Cl)c1, [Na+], [Na+], [Na+], O=C([O-])[O-], O. Yields the product OCC(CC1OCCO1)c1ccc(Cl)c(Cl)c1. Reaction SMILES: [BH4-:1].[CH3:20][C:21](=[O:22])[OH:23].[CH3:30][CH2:31][OH:32].[Cl:34][CH2:35][Cl:36].[Cl:3][c:4]1[cH:5][c:6]([CH:11]([CH:12]=[O:13])[CH2:14][CH:15]2[O:16][CH2:17][CH2:18][O:19]2)[cH:7][cH:8][c:9]1[Cl:10].[Na+:24].[Na+:25].[Na+:2].[O-:26][C:27](=[O:28])[O-:29].[OH2:33]>>[Cl:3][c:4]1[cH:5][c:6]([CH:11]([CH2:12][OH:13])[CH2:14][CH:15]2[O:16][CH2:17][CH2:18][O:19]2)[cH:7][cH:8][c:9]1[Cl:10]. The reactants are O (water), ON1N=NC2=C1C=CC=C2 (1-hydroxybenzotriazole), C(CCCCCCC)OC1=CC=C(OCC(=O)O)C=C1 (2-(4-octyloxyphenoxy)acetic acid), Cl.C(C)N=C=NCCCN(C)C (1-ethyl-3-(3′-dimethylaminopropyl)carbodiimide hydrochloride). Solvent: ClCCl (dichlormethane). Run at time 3 hour. Product: C(CCCCCCC)OC1=CC=C(OCC(=O)N2N=[N+](C3=C2C=CC=C3)[O-])C=C1 (1-[2-(4-octyloxyphenoxy)actyl]benzotriazole 3-oxide). Yield: 62.9%. As a reaction SMILES: [OH:1][N:2]1[C:6]2[CH:7]=[CH:8][CH:9]=[CH:10][C:5]=2[N:4]=[N:3]1.[CH2:11]([O:19][C:20]1[CH:30]=[CH:29][C:23]([O:24][CH2:25][C:26](O)=[O:27])=[CH:22][CH:21]=1)[CH2:12][CH2:13][CH2:14][CH2:15][CH2:16][CH2:17][CH3:18].Cl.C(N=C=NCCCN(C)C)C.O>ClCCl>[CH2:11]([O:19][C:20]1[CH:30]=[CH:29][C:23]([O:24][CH2:25][C:26]([N:4]2[C:5]3[CH:10]=[CH:9][CH:8]=[CH:7][C:6]=3[N+:2]([O-:1])=[N:3]2)=[O:27])=[CH:22][CH:21]=1)[CH2:12][CH2:13][CH2:14][CH2:15][CH2:16][CH2:17][CH3:18] |f:2.3|. Reported procedure: To a suspension of 1-hydroxybenzotriazole (0.53 g) and 2-(4-octyloxyphenoxy)acetic acid (1 g) in dichlormethane (30 ml) was added 1-ethyl-3-(3′-dimethylaminopropyl)carbodiimide hydrochloride (WSCD.HCl) (0.886 g), and stirred for 3 hours at ambient temperature. The reaction mixture was added to water. The organic layer was taken, and dried over magnesium sulfate. The magnesium sulfate was filtered off, and the filtrate was evaporated under reduced pressure to give 1-[2-(4-octyloxyphenoxy)actyl]be...